From a dataset of the Open Reaction Database (ORD), a public repository of structured organic reaction records. describe an organic reaction: reactants, conditions, products, and yield Reactants: CC(C)(C)OC(=O)NN, CCN=C=NCCCN(C)C, Cn1ccnc1C(=O)O, ClCCl. The product is Cn1ccnc1C(=O)NNC(=O)OC(C)(C)C. Reaction SMILES: [C:21]([NH:22][NH2:23])(=[O:24])[O:25][C:26]([CH3:27])([CH3:28])[CH3:29].[CH3:10][N:11]([CH3:12])[CH2:13][CH2:14][CH2:15][N:16]=[C:17]=[N:18][CH2:19][CH3:20].[CH3:1][n:2]1[c:3]([C:7](=[O:8])[OH:9])[n:4][cH:5][cH:6]1.[Cl:30][CH2:31][Cl:32]>>[CH3:1][n:2]1[c:3]([C:7](=[O:9])[NH:23][NH:22][C:21](=[O:24])[O:25][C:26]([CH3:27])([CH3:28])[CH3:29])[n:4][cH:5][cH:6]1. The product is CCOC(=O)C(O)CCc1ccccc1. Reactants: CCO, [H][H], CCOC(=O)C(=O)CCc1ccccc1. As a reaction SMILES: [CH3:18][CH2:19][OH:20].[H:16][H:17].[O:1]=[C:2]([C:3](=[O:4])[O:5][CH2:6][CH3:7])[CH2:8][CH2:9][c:10]1[cH:11][cH:12][cH:13][cH:14][cH:15]1>>[OH:1][CH:2]([C:3](=[O:4])[O:5][CH2:6][CH3:7])[CH2:8][CH2:9][c:10]1[cH:11][cH:12][cH:13][cH:14][cH:15]1. The reactants are CSC1=C(C=CC=C1)CCO (2-(Methylthio)benzeneethanol), BrCCCCCCBr (1,6-dibromohexane), [OH-].[Na+] (sodium hydroxide). Reagents/catalysts: S([O-])(O)(=O)=O.C(CCC)[N+](CCCC)(CCCC)CCCC (tetrabutylammonium bisulphate). The solvent is O (water). Yields the product BrCCCCCCOCCC1=C(C=CC=C1)SC (1-[2-[(6-Bromohexyl)oxy]ethyl]-2-(methylthio)benzene). As a reaction SMILES: [CH3:1][S:2][C:3]1[CH:8]=[CH:7][CH:6]=[CH:5][C:4]=1[CH2:9][CH2:10][OH:11].[Br:12][CH2:13][CH2:14][CH2:15][CH2:16][CH2:17][CH2:18]Br.[OH-].[Na+]>S(=O)(=O)(O)[O-].C([N+](CCCC)(CCCC)CCCC)CCC.O>[Br:12][CH2:13][CH2:14][CH2:15][CH2:16][CH2:17][CH2:18][O:11][CH2:10][CH2:9][C:4]1[CH:5]=[CH:6][CH:7]=[CH:8][C:3]=1[S:2][CH3:1] |f:2.3,4.5|. Procedure: 2-(Methylthio)benzeneethanol (2.0 g) and 1,6-dibromohexane (9.31 g) were stirred rapidly at room temperature with tetrabutylammonium bisulphate (0.34 g) and 12.5 M aqueous sodium hydroxide (11 ml) for 16 h. The mixture was diluted with water (45 ml), extracted with ER (3×55 ml) and the combined organic extracts were washed consecutively with water (45 ml) and brine (45 ml), dried and evaporated. The residual oil (8.84 g) was purified by [FCS] using ER-cyclohexane (0:100→2:98) as eluent to give t...